This data is from the Open Reaction Database (ORD), a public repository of structured organic reaction records. The task is: describe an organic reaction: reactants, conditions, products, and yield Starting materials: BrC1=CC(=NC(=N1)C)NC=1SC(=CN1)C(=O)OCC (ethyl 2-(6-bromo-2-methylpyrimidin-4-ylamino)thiazole-5-formate), OCCN1CCNCC1 (1-(2-hydroxyethyl)piperazine). Yields the product OCCN1CCN(CC1)C1=CC(=NC(=N1)C)NC=1SC(=CN1)C(=O)OCC (ethyl 2-(6-(4-(2-hydroxyethyl)piperazin-1-yl)-2-methylpyrimidin-4-ylamino)thiazole-5-formate). Yield: 80.6%. RXN SMILES: Br[C:2]1[N:7]=[C:6]([CH3:8])[N:5]=[C:4]([NH:9][C:10]2[S:11][C:12]([C:15]([O:17][CH2:18][CH3:19])=[O:16])=[CH:13][N:14]=2)[CH:3]=1.[OH:20][CH2:21][CH2:22][N:23]1[CH2:28][CH2:27][NH:26][CH2:25][CH2:24]1>>[OH:20][CH2:21][CH2:22][N:23]1[CH2:28][CH2:27][N:26]([C:2]2[N:7]=[C:6]([CH3:8])[N:5]=[C:4]([NH:9][C:10]3[S:11][C:12]([C:15]([O:17][CH2:18][CH3:19])=[O:16])=[CH:13][N:14]=3)[CH:3]=2)[CH2:25][CH2:24]1. Procedure: Prepared from ethyl 2-(6-bromo-2-methylpyrimidin-4-ylamino)thiazole-5-formate and Compound 3: ethyl 2-(6-(4-(2-hydroxyethyl)piperazin-1-yl)-2-methylpyrimidin-4-ylamino)thiazole-5-formate was yielded (yield: 80.6%). The reactants are O=C1CCC(=O)N1Br, Brc1cccc2c1CC=C2, CS(C)=O, CCOCC, O, O, Cc1ccc(S(=O)(=O)O)cc1. Yields the product BrC1=Cc2cccc(Br)c2C1. RXN SMILES: [Br:11][N:12]1[C:13](=[O:14])[CH2:15][CH2:16][C:17]1=[O:18].[Br:1][c:2]1[cH:3][cH:4][cH:5][c:6]2[c:10]1[CH2:9][CH:8]=[CH:7]2.[CH3:31][S:32](=[O:33])[CH3:34].[CH3:35][CH2:36][O:37][CH2:38][CH3:39].[OH2:19].[OH2:40].[c:20]1([CH3:21])[cH:22][cH:23][c:24]([S:25]([OH:26])(=[O:27])=[O:28])[cH:29][cH:30]1>>[Br:1][c:2]1[cH:3][cH:4][cH:5][c:6]2[c:10]1[CH2:9][C:8]([Br:11])=[CH:7]2. Reactants: C(C)(=O)OCC (ethyl acetate), FC=1C=C(OC2(C=3N(CCC2)C(=NN3)C=3C=CC(=C(C3)O)C3=CN=C(O3)C)C(C)(C)O)C=CC1F (5-[8-(3,4-difluorophenoxy)-8-(1-hydroxy-1-methylethyl)-5,6,7,8-tetrahydro[1,2,4]triazolo[4,3-a]pyridin-3-yl]-2-(2-methyl-1,3-oxazol-5-yl)phenol), C([O-])([O-])=O.[K+].[K+] (potassium carbonate), ICC (iodoethane). Solvent: CN(C)C=O (DMF). Conditions: time 8 hour. Yields the product FC=1C=C(OC2(C=3N(CCC2)C(=NN3)C3=CC(=C(C=C3)C3=CN=C(O3)C)OCC)C(C)(C)O)C=CC1F (2-{8-(3,4-difluorophenoxy)-3-[3-ethoxy-4-(2-methyl-1,3-oxazol-5-yl)phenyl]-5,6,7,8-tetrahydro[1,2,4]triazolo[4,3-a]pyridin-8-yl}propan-2-ol). Reaction SMILES: [F:1][C:2]1[CH:3]=[C:4]([CH:32]=[CH:33][C:34]=1[F:35])[O:5][C:6]1([C:28]([OH:31])([CH3:30])[CH3:29])[CH2:11][CH2:10][CH2:9][N:8]2[C:12]([C:15]3[CH:16]=[CH:17][C:18]([C:22]4[O:26][C:25]([CH3:27])=[N:24][CH:23]=4)=[C:19]([OH:21])[CH:20]=3)=[N:13][N:14]=[C:7]12.C(=O)([O-])[O-].[K+].[K+].I[CH2:43][CH3:44].C(OCC)(=O)C>CN(C=O)C>[F:1][C:2]1[CH:3]=[C:4]([CH:32]=[CH:33][C:34]=1[F:35])[O:5][C:6]1([C:28]([OH:31])([CH3:30])[CH3:29])[CH2:11][CH2:10][CH2:9][N:8]2[C:12]([C:15]3[CH:16]=[CH:17][C:18]([C:22]4[O:26][C:25]([CH3:27])=[N:24][CH:23]=4)=[C:19]([O:21][CH2:43][CH3:44])[CH:20]=3)=[N:13][N:14]=[C:7]12 |f:1.2.3|. Procedure details: To a mixture of 5-[8-(3,4-difluorophenoxy)-8-(1-hydroxy-1-methylethyl)-5,6,7,8-tetrahydro[1,2,4]triazolo[4,3-a]pyridin-3-yl]-2-(2-methyl-1,3-oxazol-5-yl)phenol (41.1 mg) and potassium carbonate (24 mg) in DMF (0.43 ml) was added iodoethane (60 μL) at room temperature, and the mixture was stirred overnight. To the reaction mixture was added ethyl acetate, the mixture was washed with saturated brine and dried over anhydrous magnesium sulfate, and the solvent was evaporated under reduced pressure. ... The product is CCC(CCC1CCCC(O)C1)C(=O)OC(C)(C)C. Starting materials: CCC(=CCC1CCCC(O)C1)C(=O)OC(C)(C)C, CO, [H][H]. Reaction SMILES: [CH2:1]([CH3:2])[C:3]([C:4](=[O:5])[O:6][C:7]([CH3:8])([CH3:9])[CH3:10])=[CH:11][CH2:12][CH:13]1[CH2:14][CH:15]([OH:19])[CH2:16][CH2:17][CH2:18]1.[CH3:22][OH:23].[H:20][H:21]>>[CH2:1]([CH3:2])[CH:3]([C:4](=[O:5])[O:6][C:7]([CH3:8])([CH3:9])[CH3:10])[CH2:11][CH2:12][CH:13]1[CH2:14][CH:15]([OH:19])[CH2:16][CH2:17][CH2:18]1. Reactants: BrC=1C(=NN(C1C1=CC=C(C=C1)Cl)C1=C(C=C(C=C1)Cl)Cl)C(=O)OCC (ethyl 4-bromo-5-(4-chlorophenyl)-1-(2,4-dichlorophenyl)-1H-pyrazole-3-carboxylate), [OH-].[K+] (potassium hydroxide). Solvent: CO (methanol). Reaction conditions: temperature 100 celsius, time 5 hour. The product is BrC=1C(=NN(C1C1=CC=C(C=C1)Cl)C1=C(C=C(C=C1)Cl)Cl)C(=O)O (4-bromo-5-(4-chlorophenyl)-1-(2,4-dichlorophenyl)-1H-pyrazole-3-carboxylic acid). The yield is 97.2%. Reaction SMILES: [Br:1][C:2]1[C:3]([C:22]([O:24]CC)=[O:23])=[N:4][N:5]([C:14]2[CH:19]=[CH:18][C:17]([Cl:20])=[CH:16][C:15]=2[Cl:21])[C:6]=1[C:7]1[CH:12]=[CH:11][C:10]([Cl:13])=[CH:9][CH:8]=1.[OH-].[K+]>CO>[Br:1][C:2]1[C:3]([C:22]([OH:24])=[O:23])=[N:4][N:5]([C:14]2[CH:19]=[CH:18][C:17]([Cl:20])=[CH:16][C:15]=2[Cl:21])[C:6]=1[C:7]1[CH:12]=[CH:11][C:10]([Cl:13])=[CH:9][CH:8]=1 |f:1.2|. Procedure: To a solution of ethyl 4-bromo-5-(4-chlorophenyl)-1-(2,4-dichlorophenyl)-1H-pyrazole-3-carboxylate (3.5 g, 7.37 mmol) in methanol (50 ml) at room temperature was added potassium hydroxide (830 mg, 14.8 mmol) in one portion. The reaction mixture was warmed to 100° C. and then stirred for 5 hours. The resulting solution was cooled down to room temperature and then evaporated the volatile solvent. The residue was acidified with 10% hydrochloric acid and then filtered using water and hexane. The fil...